Dataset: the Open Reaction Database (ORD), a public repository of structured organic reaction records. Task: describe an organic reaction: reactants, conditions, products, and yield Reactants: CSC1=NC2CCCCC2N1, CO, ClCCl, Cl, I, [Na+], [OH-], NCCC(c1ccccc1)c1ccccc1. The product is c1ccc(C(CCNC2=NC3CCCCC3N2)c2ccccc2)cc1, Cl. RXN SMILES: [CH3:2][S:3][C:4]1=[N:5][CH:6]2[CH:7]([NH:8]1)[CH2:9][CH2:10][CH2:11][CH2:12]2.[CH3:30][OH:31].[Cl:34][CH2:35][Cl:36].[ClH:29].[IH:1].[Na+:33].[OH-:32].[c:13]1([CH:19]([CH2:20][CH2:21][NH2:22])[c:23]2[cH:24][cH:25][cH:26][cH:27][cH:28]2)[cH:14][cH:15][cH:16][cH:17][cH:18]1>>[C:4]1([NH:22][CH2:21][CH2:20][CH:19]([c:13]2[cH:14][cH:15][cH:16][cH:17][cH:18]2)[c:23]2[cH:24][cH:25][cH:26][cH:27][cH:28]2)=[N:5][CH:6]2[CH:7]([NH:8]1)[CH2:9][CH2:10][CH2:11][CH2:12]2.[ClH:29]. The reactants are COC(CCCCCCCCO)=O (methyl-9-hydroxy-nonanoate), C(Br)(Br)(Br)Br (CBr4), C1=CC=C(C=C1)P(C2=CC=CC=C2)C3=CC=CC=C3 (PPh3). Run in C(Cl)Cl (CH2Cl2). Reaction conditions: temperature 4 celsius, time 10 hour. Product: COC(CCCCCCCCBr)=O (Methyl-9-bromo-nonanoate). As a reaction SMILES: [CH3:1][O:2][C:3](=[O:13])[CH2:4][CH2:5][CH2:6][CH2:7][CH2:8][CH2:9][CH2:10][CH2:11]O.C(Br)(Br)(Br)[Br:15].C1C=CC(P(C2C=CC=CC=2)C2C=CC=CC=2)=CC=1>C(Cl)Cl>[CH3:1][O:2][C:3](=[O:13])[CH2:4][CH2:5][CH2:6][CH2:7][CH2:8][CH2:9][CH2:10][CH2:11][Br:15]. Reported procedure: A solution of methyl-9-hydroxy-nonanoate (1.1 g, 5.85 mmol, 1.0 equiv) in CH2Cl2 (30 mL, 0.2 M) at 0° C. was treated successively with CBr4 (2.5 g, 7.54 mmol, 1.3 equiv) and PPh3 (2.15 g, 8.19 mmol, 1.4 equiv) and the reaction mixture was stirred at 4° C. for 10 h. The reaction mixture was then concenctrated under reduced pressure and washed repeatedly with Et2O (8×10 mL washes). The Et2O washes were combined and concentrated under reduced pressure. Chromatography (SiO2, 5 cm×15 cm, hexanes) aff... The reactants are COc1ccc(Br)cc1, O=C(Cc1ccccc1)c1ccc(OCc2ccccc2)cc1, C1CCOC1, CCOCC, [Cl-], [NH4+]. The product is COc1ccc(C(=Cc2ccccc2)c2ccc(OCc3ccccc3)cc2)cc1. As a reaction SMILES: [Br:1][c:2]1[cH:3][cH:4][c:5]([O:8][CH3:9])[cH:6][cH:7]1.[CH2:10]([c:11]1[cH:12][cH:13][cH:14][cH:15][cH:16]1)[O:17][c:18]1[cH:19][cH:20][c:21]([C:24](=[O:25])[CH2:26][c:27]2[cH:28][cH:29][cH:30][cH:31][cH:32]2)[cH:22][cH:23]1.[CH2:35]1[O:36][CH2:37][CH2:38][CH2:39]1.[CH3:40][CH2:41][O:42][CH2:43][CH3:44].[Cl-:33].[NH4+:34]>>[c:2]1([C:24]([c:21]2[cH:20][cH:19][c:18]([O:17][CH2:10][c:11]3[cH:12][cH:13][cH:14][cH:15][cH:16]3)[cH:23][cH:22]2)=[CH:26][c:27]2[cH:28][cH:29][cH:30][cH:31][cH:32]2)[cH:3][cH:4][c:5]([O:8][CH3:9])[cH:6][cH:7]1. Starting materials: intermediate j, C(C)OC(=O)C1=CC=2C(=NC(=CC2)Br)N1 (6-bromo-1H-pyrrolo[2,3-b]pyridine-2-carboxylic acid ethyl ester), C(C)(C)(C)OC(=O)N1S(O[C@H](C1)C)(=O)=O ((S)-5-methyl-2,2-dioxo- [1,2,3]oxathiazolidine-3-carboxylic acid tert-butyl ester). Yields the product C(C)OC(=O)C1=CC=2C(=NC(=CC2)Br)N1[C@@H](CNC(=O)OC(C)(C)C)C ((R)-6-Bromo-1-(2-tert-butoxycarbonylamino-1-methyl-ethyl)-1H-pyrrolo[2,3-b]pyridine-2-carboxylic acid ethyl ester). RXN SMILES: [CH2:1]([O:3][C:4]([C:6]1[NH:15][C:9]2=[N:10][C:11]([Br:14])=[CH:12][CH:13]=[C:8]2[CH:7]=1)=[O:5])[CH3:2].[C:16]([O:20][C:21]([N:23]1[CH2:27][C@H:26]([CH3:28])OS1(=O)=O)=[O:22])([CH3:19])([CH3:18])[CH3:17]>>[CH2:1]([O:3][C:4]([C:6]1[N:15]([C@H:26]([CH3:28])[CH2:27][NH:23][C:21]([O:20][C:16]([CH3:19])([CH3:18])[CH3:17])=[O:22])[C:9]2=[N:10][C:11]([Br:14])=[CH:12][CH:13]=[C:8]2[CH:7]=1)=[O:5])[CH3:2]. Procedure: This compound was prepared in analogy to example 3, intermediate j) from 6-bromo-1H-pyrrolo[2,3-b]pyridine-2-carboxylic acid ethyl ester and (S)-5-methyl-2,2-dioxo- [1,2,3]oxathiazolidine-3-carboxylic acid tert-butyl ester. The reactants are FC=1C=C(O[C@@H]2CN(CC2)C(=O)OC(C)(C)C)C=CC1 ((S)-tert-butyl 3-(3-fluorophenoxy)pyrrolidine-1-carboxylate), ClC1=C(C(=O)NC2(CC2)C2=CC=C(C(=O)OC)C=C2)C=C(C=N1)Cl (methyl 4-(1-(2,5-dichloronicotinamido)cyclopropyl)benzoate). The product is ClC=1C=NC(=C(C(=O)NC2(CC2)C2=CC=C(C(=O)OC)C=C2)C1)N1C[C@H](CC1)OC1=CC(=CC=C1)F ((S)-methyl 4-(1-(5-chloro-2-(3-(3-fluorophenoxy)pyrrolidin-1-yl)nicotinamido)cyclopropyl)benzoate). Isolated yield 111.9%. RXN SMILES: [F:1][C:2]1[CH:3]=[C:4]([CH:18]=[CH:19][CH:20]=1)[O:5][C@H:6]1[CH2:10][CH2:9][N:8]([C:11](OC(C)(C)C)=O)[CH2:7]1.ClC1[N:43]=[CH:42][C:41]([Cl:44])=[CH:40][C:23]=1[C:24]([NH:26][C:27]1([C:30]2[CH:39]=[CH:38][C:33]([C:34]([O:36][CH3:37])=[O:35])=[CH:32][CH:31]=2)[CH2:29][CH2:28]1)=[O:25]>>[Cl:44][C:41]1[CH:42]=[N:43][C:11]([N:8]2[CH2:9][CH2:10][C@H:6]([O:5][C:4]3[CH:18]=[CH:19][CH:20]=[C:2]([F:1])[CH:3]=3)[CH2:7]2)=[C:23]([CH:40]=1)[C:24]([NH:26][C:27]1([C:30]2[CH:31]=[CH:32][C:33]([C:34]([O:36][CH3:37])=[O:35])=[CH:38][CH:39]=2)[CH2:29][CH2:28]1)=[O:25]. Procedure details: The title compound (D204) (101 mg) was prepared according to the experimental procedure described in Description 160 starting from (S)-tert-butyl 3-(3-fluorophenoxy)pyrrolidine-1-carboxylate (D46) (100 mg, 0.355 mmol) and reacting in the second step with methyl 4-(1-(2,5-dichloronicotinamido)cyclopropyl)benzoate (D) (D021/056/3) (65 mg, 0.177 mmol). The reactants are NC=1OC2=C(N1)C=CC=C2 (2-aminobenzoxazole), N1N=NN=C1CC(=O)OCC (ethyl tetrazol-5-ylacetate), C(OCC)(OCC)OCC (triethyl orthoformate), [Cl-].[Cl-].[Cl-].[Al+3] (aluminum trichloride). The solvent is ClC(C(Cl)Cl)Cl (1,1,2,2-tetrachloroethane). The product is N1N=NN=C1C1=CN=C2OC3=C(N2C1=O)C=CC=C3 (3-(1H-tetrazol-5-yl)-4-H-pyrimido[2,1-b]benzoxazol-4-one). Yield: 28.3%. Reaction SMILES: [NH2:1][C:2]1[O:3][C:4]2[CH:10]=[CH:9][CH:8]=[CH:7][C:5]=2[N:6]=1.[NH:11]1[C:15]([CH2:16][C:17]([O:19]CC)=O)=[N:14][N:13]=[N:12]1.[CH:22](OCC)(OCC)OCC.[Cl-].[Cl-].[Cl-].[Al+3]>ClC(Cl)C(Cl)Cl>[NH:14]1[C:15]([C:16]2[C:17](=[O:19])[N:6]3[C:2]([O:3][C:4]4[CH:10]=[CH:9][CH:8]=[CH:7][C:5]=43)=[N:1][CH:22]=2)=[N:11][N:12]=[N:13]1 |f:3.4.5.6|. Reported procedure: A mixture of 1.34 g (10.0 mmole) of 2-aminobenzoxazole, 1.56 g (10.0 mmole) of ethyl tetrazol-5-ylacetate, 1.65 g (11.1 mmole) of triethyl orthoformate and 0.3 g (2.2 mmole) of aluminum trichloride in 25 ml of 1,1,2,2-tetrachloroethane was heated under a nitrogen atmosphere at 125° to 130° C. for about 19 hours. The mixture was cooled and the resulting solid was separated by filtration and washed with methanol to provide 0.72 g (28%) of crude 3-(1H-tetrazol-5-yl)-4-H-pyrimido[2,1-b]benzoxazol-4-... Starting materials: CS(=O)(=O)OC(CNC(=O)OC(C)(C)C)COC1=CC=C(C=C1)C#N (2-[(tert-Butoxycarbonyl)amino]-1-[(4-cyanophenoxy)methyl]ethyl methanesulfonate), C(Cl)Cl (DCM), [OH-].[Na+] (NaOH). Reagents/catalysts: S(=O)(=O)(O)[O-].C(CCC)[N+](CCCC)(CCCC)CCCC (tetrabutylammonium hydrogensulfate). Yields the product C(C)(C)OC(C)C (di-iso-propyl ether), C(#N)C1=CC=C(OCC2N(C2)C(=O)OC(C)(C)C)C=C1 (tert-Butyl 2-[(4-cyanophenoxy)methyl]-1-aziridinecarboxylate). As a reaction SMILES: CS(O[CH:6]([CH2:16][O:17][C:18]1[CH:23]=[CH:22][C:21]([C:24]#[N:25])=[CH:20][CH:19]=1)[CH2:7][NH:8][C:9]([O:11][C:12]([CH3:15])([CH3:14])[CH3:13])=[O:10])(=O)=O.[OH-].[Na+].[CH2:28](Cl)Cl>S([O-])(O)(=O)=O.C([N+](CCCC)(CCCC)CCCC)CCC>[CH:18]([O:17][CH:16]([CH3:6])[CH3:28])([CH3:19])[CH3:23].[C:24]([C:21]1[CH:22]=[CH:23][C:18]([O:17][CH2:16][CH:6]2[CH2:7][N:8]2[C:9]([O:11][C:12]([CH3:15])([CH3:14])[CH3:13])=[O:10])=[CH:19][CH:20]=1)#[N:25] |f:1.2,4.5|. Procedure details: A cooled (0° C.) solution of 2-[(tert-butoxycarbonyl)amino]-1-[(4-cyanophenoxy)methyl]ethyl methanesulfonate (from step (iv) above; 30.6 g, 82.6 mmol) and tetrabutylammonium hydrogensulfate (3 g, 8.8 mmol) in DCM (100 mL) was treated with 50 wt. % aqueous NaOH (60 mL) under an inert atmosphere. The resulting mixture was stirred, and the temperature was slowly allowed to rise to rt over for 4 h, and then extracted with ether. The organic layer was washed with water and concentrated in vacuo to gi... Starting materials: C(N)(=O)C1=CC(=C(C(=O)OC)C(=C1)Cl)Cl (methyl 4-carbamoyl-2,6-dichlorobenzoate), N1=CC=CC=C1 (pyridine). Reaction conditions: time 1 hour. Product: ClC1=C(C(=O)OC)C(=CC(=C1)C#N)Cl (methyl 2,6-dichloro-4-cyanobenzoate). Isolated yield 59.8%. As a reaction SMILES: [C:1]([C:4]1[CH:13]=[C:12]([Cl:14])[C:7]([C:8]([O:10][CH3:11])=[O:9])=[C:6]([Cl:15])[CH:5]=1)(=O)[NH2:2].N1C=CC=CC=1>>[Cl:14][C:12]1[CH:13]=[C:4]([C:1]#[N:2])[CH:5]=[C:6]([Cl:15])[C:7]=1[C:8]([O:10][CH3:11])=[O:9]. Procedure details: To a solution of methyl 4-carbamoyl-2,6-dichlorobenzoate (100 mg, 0.4 mmol) in pyridine (2 mL) trifluoro-acetic anhydride (0.11 ml, 0.8 mmol) was added drop wise at 0° C. The reaction mixture was allowed to warm to room temperature and stirred for 1 hour. The contents were poured into ice cold water and the precipitated solid was filtered, washed with water and dried to yield methyl 2,6-dichloro-4-cyanobenzoate (55 mg, 88%) as an off-white solid. Starting materials: C1COC2(CCC(CC2)C=2C=NC=CC2)O1 (4-(3-pyridyl)cyclohexanone ethylene ketal), Cl (HCl). Run in C1CCOC1 (THF). The product is N1=CC(=CC=C1)C1CCC(CC1)=O (4-(3-pyridyl)cyclohexanone). Reaction SMILES: C1O[C:4]2([CH2:9][CH2:8][CH:7]([C:10]3[CH:11]=[N:12][CH:13]=[CH:14][CH:15]=3)[CH2:6][CH2:5]2)[O:3]C1.Cl>C1COCC1>[N:12]1[CH:13]=[CH:14][CH:15]=[C:10]([CH:7]2[CH2:6][CH2:5][C:4](=[O:3])[CH2:9][CH2:8]2)[CH:11]=1. Reported procedure: A solution of 4-(3-pyridyl)cyclohexanone ethylene ketal prepared above (27 g, 120.0 mmol) in THF (200 mL) and 2 N HCl (100 mL) was stirred at 23° C. for 23 h. The reaction was quenched by adding saturated aqueous NaHCO3 and diluted with EtOAc (200 mL). The aqueous layer was extracted with CH2Cl2 (100 mL×4) and the combined organic layers were washed with brine (200 mL), dried with MgSO4 and concentrated in vacuo. The crude product was filtered through a plug of silica gel, washing with 5% MeOH i... Starting materials: CCOC(C)=O, O=C(OO)c1cccc(Cl)c1, ClCCl, FC(F)(F)Oc1ccc(C=Cc2nc(COc3ccc(CSCCn4ccnn4)cc3)co2)cc1. Product: O=S(CCn1ccnn1)Cc1ccc(OCc2coc(C=Cc3ccc(OC(F)(F)F)cc3)n2)cc1. RXN SMILES: [CH3:50][CH2:51][O:52][C:53](=[O:54])[CH3:55].[Cl:36][c:37]1[cH:38][c:39]([C:40]([O:41][OH:42])=[O:44])[cH:43][cH:45][cH:46]1.[Cl:47][CH2:48][Cl:49].[F:1][C:2]([O:3][c:4]1[cH:5][cH:6][c:7]([CH:10]=[CH:11][c:12]2[o:13][cH:14][c:15]([CH2:17][O:18][c:19]3[cH:20][cH:21][c:22]([CH2:23][S:24][CH2:25][CH2:26][n:27]4[n:28][n:29][cH:30][cH:31]4)[cH:32][cH:33]3)[n:16]2)[cH:8][cH:9]1)([F:34])[F:35]>>[F:1][C:2]([O:3][c:4]1[cH:5][cH:6][c:7]([CH:10]=[CH:11][c:12]2[o:13][cH:14][c:15]([CH2:17][O:18][c:19]3[cH:20][cH:21][c:22]([CH2:23][S:24]([CH2:25][CH2:26][n:27]4[n:28][n:29][cH:30][cH:31]4)=[O:44])[cH:32][cH:33]3)[n:16]2)[cH:8][cH:9]1)([F:34])[F:35].